From a dataset of the Open Reaction Database (ORD), a public repository of structured organic reaction records. describe an organic reaction: reactants, conditions, products, and yield The reactants are CC1=NC(NC(C1)(C)C)(C)C (Acetonine), [N+](=O)(O)[O-] (nitric acid). The solvent is O (water), CC(=O)C (acetone), CC(=O)C (acetone), CO (methanol), CO (methanol). Product: CC1(CC(=O)CC(N1)(C)C)C (triacetonamine). Yield: 119.0%. Reaction SMILES: [CH3:1][C:2]1[CH2:7][C:6]([CH3:9])([CH3:8])[NH:5][C:4]([CH3:11])([CH3:10])N=1.[N+]([O-])(O)=[O:13]>CO.CC(C)=O.O>[CH3:10][C:4]1([CH3:11])[NH:5][C:6]([CH3:9])([CH3:8])[CH2:7][C:2](=[O:13])[CH2:1]1. Reported procedure: 5.0 g. of Acetonine was dissolved in a mixed solvent comprising 10 g. of acetone and 10 g. of methanol. The solution was added dropwise with a solution of 2.1 g. of nitric acid containing 0.63 g. of water in 10 g. of acetone and 10 g. of methanol at 15°-20°C. After completion of the addition, the mixture was maintained at room temperature for 24 hours to effect the reaction. After completion of the reaction, the reaction mixture was purified in the same manner as in Example 5 to obtain triaceton... Starting materials: Fc1ccc(Br)cc1C(F)(F)F, CC(C)O, CC(C)(C)[O-], [K+], C1CCOC1. Product: CC(C)Oc1ccc(Br)cc1C(F)(F)F. Reaction SMILES: [Br:11][c:12]1[cH:13][c:14]([C:19]([F:20])([F:21])[F:22])[c:15]([F:18])[cH:16][cH:17]1.[CH3:1][CH:2]([CH3:3])[OH:4].[CH3:5][C:6]([CH3:7])([O-:8])[CH3:9].[K+:10].[O:23]1[CH2:24][CH2:25][CH2:26][CH2:27]1>>[CH3:1][CH:2]([CH3:3])[O:4][c:15]1[c:14]([C:19]([F:20])([F:21])[F:22])[cH:13][c:12]([Br:11])[cH:17][cH:16]1. Reactants: C[O-].[Na+] (sodium methoxide), COC1=C(C2=C(C=CCO2)C(=C1)C=C(C#N)COC)OC (3-(7,8-dimethoxy-2H-1-benzopyran-5-yl)-2-methoxymethylpropenenitrile). Solvent: CO (methanol), O (water). The product is COC1=C(C2=C(C=CCO2)C(=C1)CC(C#N)C(OC)OC)OC (3-(7,8-Dimethoxy-2H-1-benzopyran-5-yl)-2-dimethoxymethylpropanenitrile). Isolated yield 62.2%. As a reaction SMILES: [CH3:1][O-:2].[Na+].[CH3:4][O:5][C:6]1[CH:15]=[C:14]([CH:16]=[C:17]([CH2:20][O:21][CH3:22])[C:18]#[N:19])[C:9]2[CH:10]=[CH:11][CH2:12][O:13][C:8]=2[C:7]=1[O:23][CH3:24]>CO.O>[CH3:4][O:5][C:6]1[CH:15]=[C:14]([CH2:16][CH:17]([CH:20]([O:2][CH3:1])[O:21][CH3:22])[C:18]#[N:19])[C:9]2[CH:10]=[CH:11][CH2:12][O:13][C:8]=2[C:7]=1[O:23][CH3:24] |f:0.1|. Reported procedure: A mixture of sodium methoxide (8.86 g, 0.164 mole), and 3-(7,8-dimethoxy-2H-1-benzopyran-5-yl)-2-methoxymethylpropenenitrile (Example 37A, 23.1 g, 0.080 mole) in methanol (60 mL) was heated at reflux for 24 hr, allowed to cool and diluted with water (200 mL). The resultant mixture was extracted with toluene (1×200 mL and 2×100 mL). The combined toluene portions were extracted with water (3×100 mL) and dried over magnesium sulfate. The toluene solution was concentrated leaving a brown oil which w...